From a dataset of the Open Reaction Database (ORD), a public repository of structured organic reaction records. describe an organic reaction: reactants, conditions, products, and yield The reactants are O=C([O-])[O-], CCc1cn(N)c2ccc(OC(F)(F)F)cc12, Cc1nc(-c2cccc(F)c2)ncc1C(=O)O, [Na+], [Na+], CN(C)C=O. The product is CCc1cn(NC(=O)c2cnc(-c3cccc(F)c3)nc2C)c2ccc(OC(F)(F)F)cc12. As a reaction SMILES: [C:40](=[O:41])([O-:42])[O-:43].[CH2:18]([CH3:19])[c:20]1[cH:21][n:22]([NH2:34])[c:23]2[cH:24][cH:25][c:26]([O:29][C:30]([F:31])([F:32])[F:33])[cH:27][c:28]12.[F:1][c:2]1[cH:3][c:4](-[c:8]2[n:9][cH:10][c:11]([C:15](=[O:16])[OH:17])[c:12]([CH3:14])[n:13]2)[cH:5][cH:6][cH:7]1.[Na+:44].[Na+:45].[O:35]=[CH:36][N:37]([CH3:38])[CH3:39]>>[F:1][c:2]1[cH:3][c:4](-[c:8]2[n:9][cH:10][c:11]([C:15](=[O:17])[NH:34][n:22]3[cH:21][c:20]([CH2:18][CH3:19])[c:28]4[c:23]3[cH:24][cH:25][c:26]([O:29][C:30]([F:31])([F:32])[F:33])[cH:27]4)[c:12]([CH3:14])[n:13]2)[cH:5][cH:6][cH:7]1. Reactants: 0.500, NCCNCCO (2-(2-aminoethylamino)ethanol), O=C1C=2N=CN(C2N=CN1)CCC(=O)OCC (3-(1,6-dihydro-6-oxo-9H-purin-9-yl)propionic acid, ethyl ester), CCOCC (ether). The solvent is CO (methanol). Run at time 1 hour. Yields the product O=C1C=2N=CN(C2N=CN1)CCC(=O)NCCNCCO (3-(1,6-dihydro-6-oxo-9H-purin-9-yl)-N-[2-[(2-hydroxyethyl)amino] ethyl]propanamide). Isolated yield 38.0%. As a reaction SMILES: [NH2:1][CH2:2][CH2:3][NH:4][CH2:5][CH2:6][OH:7].[O:8]=[C:9]1[NH:17][CH:16]=[N:15][C:14]2[N:13]([CH2:18][CH2:19][C:20](OCC)=[O:21])[CH:12]=[N:11][C:10]1=2.CCOCC>CO>[O:8]=[C:9]1[NH:17][CH:16]=[N:15][C:14]2[N:13]([CH2:18][CH2:19][C:20]([NH:1][CH2:2][CH2:3][NH:4][CH2:5][CH2:6][OH:7])=[O:21])[CH:12]=[N:11][C:10]1=2. Procedure details: 0.500 (4,80 mmol) 2-(2-aminoethylamino)ethanol and 0.250 g (1.06 mmol) of 3-(1,6-dihydro-6-oxo-9H-purin-9-yl)propionic acid, ethyl ester (AIT-0027) were heated at 120° C. with stirring in a 10 ml round bottom flask for one hour. The reaction mixture was chromatographed on a 15 g silica-gel column using an eluant of 60% methanol/40% ethyl acetate. After 200 ml of solvent had passed through column, the eluant was changed to 80% methanol/20% ethyl acetate and finally to 100% methanol. The fractions... The reactants are CC(C)(C)OC(=O)N1CCC(=O)CC1, CC(=O)O[BH-](OC(C)=O)OC(C)=O, COc1ccc([N+](=O)[O-])cc1N, CC(=O)O, [Na+], [Na+], [Na+], O=S(=O)([O-])[O-]. Product: COc1ccc([N+](=O)[O-])cc1NC1CCN(C(=O)OC(C)(C)C)CC1. RXN SMILES: [C:13](=[O:14])([O:15][C:16]([CH3:17])([CH3:18])[CH3:19])[N:20]1[CH2:21][CH2:22][C:23](=[O:26])[CH2:24][CH2:25]1.[C:34]([O:35][BH-:36]([O:37][C:38](=[O:39])[CH3:40])[O:41][C:42](=[O:43])[CH3:44])(=[O:45])[CH3:46].[CH3:1][O:2][c:3]1[c:4]([NH2:12])[cH:5][c:6]([N+:9](=[O:10])[O-:11])[cH:7][cH:8]1.[CH3:48][C:49](=[O:50])[OH:51].[Na+:27].[Na+:28].[Na+:47].[O-:29][S:30](=[O:31])(=[O:32])[O-:33]>>[CH3:1][O:2][c:3]1[c:4]([NH:12][CH:23]2[CH2:22][CH2:21][N:20]([C:13](=[O:14])[O:15][C:16]([CH3:17])([CH3:18])[CH3:19])[CH2:25][CH2:24]2)[cH:5][c:6]([N+:9](=[O:10])[O-:11])[cH:7][cH:8]1. Starting materials: N#CBr, Nc1cc(Cl)ccc1Cl, O. Product: N#CNc1cc(Cl)ccc1Cl. RXN SMILES: [N:10]#[C:11][Br:12].[NH2:1][c:2]1[cH:3][c:4]([Cl:5])[cH:6][cH:7][c:8]1[Cl:9].[OH2:13]>>[NH:1]([c:2]1[cH:3][c:4]([Cl:5])[cH:6][cH:7][c:8]1[Cl:9])[C:11]#[N:10]. Reactants: BrC1=C(C(=CC(=C1)F)N)N (3-bromo-5-fluorobenzene-1,2-diamine), C(=O)O (formic acid). Conditions: temperature 110 celsius. The product is BrC1=CC(=CC=2NC=NC21)F (4-bromo-6-fluoro-1H-benzo[d]imidazole). As a reaction SMILES: [Br:1][C:2]1[CH:7]=[C:6]([F:8])[CH:5]=[C:4]([NH2:9])[C:3]=1[NH2:10].[CH:11](O)=O>>[Br:1][C:2]1[C:3]2[N:10]=[CH:11][NH:9][C:4]=2[CH:5]=[C:6]([F:8])[CH:7]=1. Reported procedure: A mixture of 3-bromo-5-fluorobenzene-1,2-diamine (10.1 g, 49 mmol) in formic acid (20 mL) was heated at 110° C. overnight. The reaction mixture was concentrated, and to the residue was added MeOH (5 mL) to form a precipitate. The precipitate was filtered and washed with MeOH (2 mL) to afford 4-bromo-6-fluoro-1H-benzo[d]imidazole as a yellow solid (10 g, yield, 73%). MS (ESI): m/z=215 [M+1]+. Reactants: COc1ccc(N2CCOCC2)c2sc(NC(=O)c3ccnc(Br)c3)nc12, O=C([O-])[O-], [Cs+], [Cs+], NCCN1CCCCC1. Product: COc1ccc(N2CCOCC2)c2sc(NC(=O)c3ccnc(NCCN4CCCCC4)c3)nc12. Reaction SMILES: [Br:1][c:2]1[cH:3][c:4]([C:5](=[O:6])[NH:7][c:8]2[s:9][c:10]3[c:11]([n:12]2)[c:13]([O:23][CH3:24])[cH:14][cH:15][c:16]3[N:17]2[CH2:18][CH2:19][O:20][CH2:21][CH2:22]2)[cH:25][cH:26][n:27]1.[C:28](=[O:29])([O-:30])[O-:31].[Cs+:32].[Cs+:33].[NH2:34][CH2:35][CH2:36][N:37]1[CH2:38][CH2:39][CH2:40][CH2:41][CH2:42]1>>[c:2]1([NH:34][CH2:35][CH2:36][N:37]2[CH2:38][CH2:39][CH2:40][CH2:41][CH2:42]2)[cH:3][c:4]([C:5](=[O:6])[NH:7][c:8]2[s:9][c:10]3[c:11]([n:12]2)[c:13]([O:23][CH3:24])[cH:14][cH:15][c:16]3[N:17]2[CH2:18][CH2:19][O:20][CH2:21][CH2:22]2)[cH:25][cH:26][n:27]1. Starting materials: OC(C)C=1C=CC(=C(C1)NC(OC(C)(C)C)=O)C (tert-butyl [5-(1-hydroxyethyl)-2-methylphenyl]carbamate). Reagents/catalysts: [Pd] (palladium on carbon). Run in C(C)(=O)OCC (ethyl acetate). Reaction conditions: time 6 hour. The product is C(C)C=1C=CC(=C(C1)NC(OC(C)(C)C)=O)C (Tert-Butyl (5-ethyl-2-methylphenyl)carbamate). Isolated yield 99.6%. Reaction SMILES: O[CH:2]([C:4]1[CH:5]=[CH:6][C:7]([CH3:18])=[C:8]([NH:10][C:11](=[O:17])[O:12][C:13]([CH3:16])([CH3:15])[CH3:14])[CH:9]=1)[CH3:3]>C(OCC)(=O)C.[Pd]>[CH2:2]([C:4]1[CH:5]=[CH:6][C:7]([CH3:18])=[C:8]([NH:10][C:11](=[O:17])[O:12][C:13]([CH3:15])([CH3:14])[CH3:16])[CH:9]=1)[CH3:3]. Reported procedure: To a solution of tert-butyl [5-(1-hydroxyethyl)-2-methylphenyl]carbamate (2.39 g) in ethyl acetate (47.5 mL) was added 10% palladium on carbon (56.5% water included, 1.10 g), and the mixture was stirred at room temperature for 6 hours under a hydrogen atmosphere. The reaction mixture was filtered through celite (registered trademark) pad. The filtrate was concentrated under reduced pressure to obtain the title compound (2.23 g). 1H-NMR (DMSO-d6) δ ppm: 1.14 (3H, t, J=7.5 Hz), 1.45 (9H, s), 2.13 ... Reactants: O=C([O-])[O-], CCc1nc2ccccc2[nH]1, O=C1CN(C2CN(Cc3nc4c(N5CCOCC5)nc(Cl)nc4n3C3CCCCO3)C2)CCN1, [Cs+], [Cs+], C1COCCO1, O=C(C=Cc1ccccc1)C=Cc1ccccc1, O=C(C=Cc1ccccc1)C=Cc1ccccc1, O=C(C=Cc1ccccc1)C=Cc1ccccc1, [Pd], [Pd]. The product is CCc1nc2ccccc2n1-c1nc(N2CCOCC2)c2nc(CN3CC(N4CCNC(=O)C4)C3)n(C3CCCCO3)c2n1. As a reaction SMILES: [C:46](=[O:47])([O-:48])[O-:49].[CH2:35]([CH3:36])[c:37]1[nH:38][c:39]2[c:40]([n:41]1)[cH:42][cH:43][cH:44][cH:45]2.[Cl:1][c:2]1[n:3][c:4]([N:29]2[CH2:30][CH2:31][O:32][CH2:33][CH2:34]2)[c:5]2[n:6][c:7]([CH2:17][N:18]3[CH2:19][CH:20]([N:22]4[CH2:23][C:24](=[O:28])[NH:25][CH2:26][CH2:27]4)[CH2:21]3)[n:8]([CH:11]3[O:12][CH2:13][CH2:14][CH2:15][CH2:16]3)[c:9]2[n:10]1.[Cs+:50].[Cs+:51].[O:52]1[CH2:53][CH2:54][O:55][CH2:56][CH2:57]1.[O:60]=[C:61]([CH:62]=[CH:63][c:64]1[cH:65][cH:66][cH:67][cH:68][cH:69]1)[CH:70]=[CH:71][c:72]1[cH:73][cH:74][cH:75][cH:76][cH:77]1.[O:78]=[C:79]([CH:80]=[CH:81][c:82]1[cH:83][cH:84][cH:85][cH:86][cH:87]1)[CH:88]=[CH:89][c:90]1[cH:91][cH:92][cH:93][cH:94][cH:95]1.[O:96]=[C:97]([CH:98]=[CH:99][c:100]1[cH:101][cH:102][cH:103][cH:104][cH:105]1)[CH:106]=[CH:107][c:108]1[cH:109][cH:110][cH:111][cH:112][cH:113]1.[Pd:58].[Pd:59]>>[c:2]1(-[n:38]2[c:37]([CH2:35][CH3:36])[n:41][c:40]3[c:39]2[cH:45][cH:44][cH:43][cH:42]3)[n:3][c:4]([N:29]2[CH2:30][CH2:31][O:32][CH2:33][CH2:34]2)[c:5]2[n:6][c:7]([CH2:17][N:18]3[CH2:19][CH:20]([N:22]4[CH2:23][C:24](=[O:28])[NH:25][CH2:26][CH2:27]4)[CH2:21]3)[n:8]([CH:11]3[O:12][CH2:13][CH2:14][CH2:15][CH2:16]3)[c:9]2[n:10]1. Starting materials: BrC1=CC(=C(C#N)C=C1)C (4-Bromo-2-methylbenzonitrile), aqueous solution, C(=O)([O-])[O-].[Na+].[Na+] (Na2CO3), COC1=CC=C(C=C1)B(O)O (4-methoxyphenylboronic acid). The reagents and catalysts are C=1C=CC(=CC1)[P](C=2C=CC=CC2)(C=3C=CC=CC3)[Pd]([P](C=4C=CC=CC4)(C=5C=CC=CC5)C=6C=CC=CC6)([P](C=7C=CC=CC7)(C=8C=CC=CC8)C=9C=CC=CC9)[P](C=1C=CC=CC1)(C=1C=CC=CC1)C=1C=CC=CC1 (Pd(PPh3)4). The solvent is C1=CC=CC=C1 (benzene), C(C)O (ethanol). Conditions: temperature 75 celsius. The product is COC1=CC=C(C=C1)C1=CC(=C(C=C1)C#N)C (4′-methoxy-3-methyl-1,1′-biphenyl-4-carbonitrile). Isolated yield 102.7%. As a reaction SMILES: Br[C:2]1[CH:9]=[CH:8][C:5]([C:6]#[N:7])=[C:4]([CH3:10])[CH:3]=1.C([O-])([O-])=O.[Na+].[Na+].[CH3:17][O:18][C:19]1[CH:24]=[CH:23][C:22](B(O)O)=[CH:21][CH:20]=1>C1C=CC=CC=1.C(O)C.C1C=CC([P]([Pd]([P](C2C=CC=CC=2)(C2C=CC=CC=2)C2C=CC=CC=2)([P](C2C=CC=CC=2)(C2C=CC=CC=2)C2C=CC=CC=2)[P](C2C=CC=CC=2)(C2C=CC=CC=2)C2C=CC=CC=2)(C2C=CC=CC=2)C2C=CC=CC=2)=CC=1>[CH3:17][O:18][C:19]1[CH:24]=[CH:23][C:22]([C:2]2[CH:9]=[CH:8][C:5]([C:6]#[N:7])=[C:4]([CH3:10])[CH:3]=2)=[CH:21][CH:20]=1 |f:1.2.3,^1:40,42,61,80|. Procedure details: 4-Bromo-2-methylbenzonitrile (4.9 g, 25.0 mmol), Pd(PPh3)4 (578 mg) in benzene (50 mL) and 2.0 M aqueous solution of Na2CO3 (25 mL, 50.0 mmol) was treated with 4-methoxyphenylboronic acid (4.56 g, 30.0 mmol) in ethanol (20 mL) and heated at 75° C. for 17 hours. The mixture was allowed to cool to room temperature and the phases were separated. The aqueous phase was extracted with diethyl ether (3×40 mL). The original benzene layer and the diethyl ether extracts were combined, filtered over celite...